Dataset: the Open Reaction Database (ORD), a public repository of structured organic reaction records. Task: describe an organic reaction: reactants, conditions, products, and yield Reactants: ClC1=C(C=C(C=C1)C=1SC(=C(N1)C)C(=O)OCC)[N+](=O)[O-] (ethyl 2-(4-chloro-3-nitrophenyl)-4-methyl-5-thiazolecarboxylate), CC=1N=C(SC1C(=O)OCC)C1=CC(=C(C=C1)N1CCCCC1)[N+](=O)[O-] (ethyl 4-methyl-2-(3-nitro-4-piperidinophenyl)-5-thiazolecarboxylate). Solvent: N1CCCCC1 (piperidine). Product: CC=1N=C(SC1C(=O)O)C1=CC(=C(C=C1)N1CCCCC1)[N+](=O)[O-] (4-methyl-2-(3-nitro-4-piperidinophenyl)-5-thiazolecarboxylic acid). Isolated yield 63.0%. RXN SMILES: ClC1C=CC(C2SC(C(OCC)=O)=C(C)N=2)=CC=1[N+]([O-])=O.[CH3:22][C:23]1[N:24]=[C:25]([C:33]2[CH:38]=[CH:37][C:36]([N:39]3[CH2:44][CH2:43][CH2:42][CH2:41][CH2:40]3)=[C:35]([N+:45]([O-:47])=[O:46])[CH:34]=2)[S:26][C:27]=1[C:28]([O:30]CC)=[O:29]>N1CCCCC1>[CH3:22][C:23]1[N:24]=[C:25]([C:33]2[CH:38]=[CH:37][C:36]([N:39]3[CH2:40][CH2:41][CH2:42][CH2:43][CH2:44]3)=[C:35]([N+:45]([O-:47])=[O:46])[CH:34]=2)[S:26][C:27]=1[C:28]([OH:30])=[O:29]. Procedure details: As described in Example 37, ethyl 2-(4-chloro-3-nitrophenyl)-4-methyl-5-thiazolecarboxylate was reacted in piperidine, and the resulting ethyl 4-methyl-2-(3-nitro-4-piperidinophenyl)-5-thiazolecarboxylate was hydrolyzed by a conventional process to give 135 mg of 4-methyl-2-(3-nitro-4-piperidinophenyl)-5-thiazolecarboxylic acid (yield: 63%). Starting materials: N1C=C(C=2C1=NC=CC2)C(C)=O (1-(1H-Pyrrolo[2,3-b]pyridin-3-yl)-ethanone), C(C)[SiH](CC)CC (triethylsilane). Solvent: C(=O)(C(F)(F)F)O (TFA). Reaction conditions: time 18 hour. Yields the product C(C)C1=CNC2=NC=CC=C21 (3-ethyl-1H-pyrrolo[2,3-b]pyridine). Yield: 74.3%. Reaction SMILES: [NH:1]1[C:5]2=[N:6][CH:7]=[CH:8][CH:9]=[C:4]2[C:3]([C:10](=O)[CH3:11])=[CH:2]1.C([SiH](CC)CC)C>C(O)(C(F)(F)F)=O>[CH2:10]([C:3]1[C:4]2[C:5](=[N:6][CH:7]=[CH:8][CH:9]=2)[NH:1][CH:2]=1)[CH3:11]. Procedure details: To a solution of 1-(1H-Pyrrolo[2,3-b]pyridin-3-yl)-ethanone (1.34 g, 8.38 mmol) in TFA (25 mL) is added triethylsilane (6.09 g, 52.4 mmol) and stirred at rt for 18 h. The mixture is concentrated, diluted with 2 N aqueous KOH solution and extracted three times with DCM. The combined organic layer is dried (Na2SO4), filtered and evaporated. The resulting residue is chromatographed through silica gel eluting with 10% MeOH in DCM to afford 3-ethyl-1H-pyrrolo[2,3-b]pyridine (0.91 g). MS: 147 (M+H); 1... Reactants: C(=O)C1=CC=CC=2N(C3=CC=CC=C3OC12)C(C)C1=CC=CC=C1 (4-formyl-N-(α-phenylethyl)phenoxazine), [BH4-].[Na+] (sodium borohydride). Solvent: C(C)O (ethanol). Reaction conditions: temperature 40 celsius, time 15 minute. Yields the product OCC1=CC=CC=2N(C3=CC=CC=C3OC12)C(C)C1=CC=CC=C1 (4-hydroxymethyl-N-(α-phenylethyl)phenoxazine). RXN SMILES: [CH:1]([C:3]1[C:16]2[O:15][C:14]3[C:9](=[CH:10][CH:11]=[CH:12][CH:13]=3)[N:8]([CH:17]([C:19]3[CH:24]=[CH:23][CH:22]=[CH:21][CH:20]=3)[CH3:18])[C:7]=2[CH:6]=[CH:5][CH:4]=1)=[O:2].[BH4-].[Na+]>C(O)C>[OH:2][CH2:1][C:3]1[C:16]2[O:15][C:14]3[C:9](=[CH:10][CH:11]=[CH:12][CH:13]=3)[N:8]([CH:17]([C:19]3[CH:24]=[CH:23][CH:22]=[CH:21][CH:20]=3)[CH3:18])[C:7]=2[CH:6]=[CH:5][CH:4]=1 |f:1.2|. Reported procedure: A mixture of 3.9 g (12.3 mmoles) of 4-formyl-N-(α-phenylethyl)phenoxazine, 250 ml of ethanol and 0.594 g (18.5 mmoles) of sodium borohydride was heated at 40° C. under stirring during 15 minutes. The solvent was then removed under reduced pressure and the residue diluted with water and extracted with ethyl acetate (2×100 ml). The combined extracts were dried and the solvent removed under reduced pressure. The oily residue (3.5 g) was percolated through a short column of silica gel using ether as... Starting materials: CCCCC1CCN(CCCO)CC1, C1CCOC1, COc1cccc2oc(=O)[nH]c12, CCOC(=O)N=NC(=O)OCC, c1ccc(P(c2ccccc2)c2ccccc2)cc1. The product is CCCCC1CCN(CCCn2c(=O)oc3cccc(OC)c32)CC1. RXN SMILES: [CH2:13]([CH2:14][CH2:15][CH3:16])[CH:17]1[CH2:18][CH2:19][N:20]([CH2:23][CH2:24][CH2:25][OH:26])[CH2:21][CH2:22]1.[CH2:58]1[O:59][CH2:60][CH2:61][CH2:62]1.[CH3:1][O:2][c:3]1[cH:4][cH:5][cH:6][c:7]2[c:8]1[nH:9][c:10](=[O:12])[o:11]2.[O:27]=[C:28]([O:29][CH2:30][CH3:31])[N:32]=[N:33][C:34]([O:35][CH2:36][CH3:37])=[O:38].[c:39]1([P:40]([c:41]2[cH:42][cH:43][cH:44][cH:45][cH:46]2)[c:47]2[cH:48][cH:49][cH:50][cH:51][cH:52]2)[cH:53][cH:54][cH:55][cH:56][cH:57]1>>[CH3:1][O:2][c:3]1[cH:4][cH:5][cH:6][c:7]2[c:8]1[n:9]([CH2:25][CH2:24][CH2:23][N:20]1[CH2:19][CH2:18][CH:17]([CH2:13][CH2:14][CH2:15][CH3:16])[CH2:22][CH2:21]1)[c:10](=[O:12])[o:11]2. The solvent is O1CCOCC1 (1,4-dioxane). The reactants are C(C)SC1=NC=C(C(=N1)O)C#N (2-ethylthio-4-hydroxy-5-cyanopyrimidine), [Cl-].ClC=[N+](C)C ((chloro-methylene)dimethylammonium chloride). Reaction conditions: temperature 100 celsius. The product is C(C)SC1=NC=C(C(=N1)Cl)C#N (2-Ethylthio-4-chloro-5-cyanopyrimidine). Reported procedure: To a solution of 2-ethylthio-4-hydroxy-5-cyanopyrimidine (196 mg, 1.08 mmol) in 1,4-dioxane (5 mL) was added (chloro-methylene)dimethylammonium chloride (550 mg, 4.32 mmol). The mixture was heated at 100° C. for 4 h, cooled, and the solvent was removed under reduced pressure. The crude material was purified by flash chromatography using 1:20 acetone:hexane system to yield 130 mg of the title compound. Mass spectrum 199.3 (EI, M+). Yield: 60.3%. RXN SMILES: [CH2:1]([S:3][C:4]1[N:9]=[C:8](O)[C:7]([C:11]#[N:12])=[CH:6][N:5]=1)[CH3:2].[Cl-].[Cl:14]C=[N+](C)C>O1CCOCC1>[CH2:1]([S:3][C:4]1[N:9]=[C:8]([Cl:14])[C:7]([C:11]#[N:12])=[CH:6][N:5]=1)[CH3:2] |f:1.2|. The reactants are O[C@@H]1[C@]2(C)[C@@H](C[C@H]1C)[C@@H]1CCC3=CC(CCC3=C1CC2)=O (17β-hydroxy-16α-methyl-4,9(10)-estradien-3-one), N1=CC=CC=C1 (pyridine), C(=O)(O)[O-].[Na+] (NaHCO3). Run in C(C)(=O)OC(C)=O (acetic anhydride). Yields the product C(C)(=O)O[C@@H]1[C@]2(C)[C@@H](C[C@H]1C)[C@@H]1CCC3=CC(CCC3=C1CC2)=O (17β-acetoxy-16α-methyl-4,9(10)-estradien-3-one). Reaction SMILES: [OH:1][C@H:2]1[C@H:7]([CH3:8])[CH2:6][C@H:5]2[C@H:9]3[C:18]([CH2:19][CH2:20][C@:3]12[CH3:4])=[C:17]1[C:12](=[CH:13][C:14](=[O:21])[CH2:15][CH2:16]1)[CH2:11][CH2:10]3.[C:22]([O-:25])(O)=O.[Na+].N1C=CC=C[CH:28]=1>C(OC(=O)C)(=O)C>[C:22]([O:1][C@H:2]1[C@H:7]([CH3:8])[CH2:6][C@H:5]2[C@H:9]3[C:18]([CH2:19][CH2:20][C@:3]12[CH3:4])=[C:17]1[C:12](=[CH:13][C:14](=[O:21])[CH2:15][CH2:16]1)[CH2:11][CH2:10]3)(=[O:25])[CH3:28] |f:1.2|. Reported procedure: A solution of 7.8 g of 17β-hydroxy-16α-methyl-4,9(10)-estradien-3-one in 25 ml of pyridine and 8 ml of acetic anhydride is stirred for 6 hours at 50° C. under argon. After cooling the mixture is poured into saturated NaHCO3 solution and extracted with ethyl acetate. The ethyl acetate extracts are washed in succession with water, 2 N hydrochloric acid, and saturated NaCl solution, dried over sodium sulfate, and concentrated. Crystallization from ether yields 6.6 g of 17β-acetoxy-16α-methyl-4,9(10... Starting materials: NC=1C=C(CC2=NNC(C3=CC=CC=C23)=O)C=CC1F (4-(3-amino-4-fluorobenzyl)-2H-phthalazin-1-one), C(=O)(O)CC1(CCCC1)C(=O)O (1-(carboxymethyl)cyclopentane-1-carboxylic acid). Reaction conditions: temperature 200 celsius. Yields the product FC1=C(C=C(C=C1)CC1=NNC(C2=CC=CC=C12)=O)N1C(C2(CC1=O)CCCC2)=O (2-[2-fluoro-5-(4-oxo-3,4-dihydrophthalazin-1-ylmethyl)phenyl]-2-azaspiro[4.4]nonane-1,3-dione). Reaction SMILES: [NH2:1][C:2]1[CH:3]=[C:4]([CH:17]=[CH:18][C:19]=1[F:20])[CH2:5][C:6]1[C:15]2[C:10](=[CH:11][CH:12]=[CH:13][CH:14]=2)[C:9](=[O:16])[NH:8][N:7]=1.[C:21]([CH2:24][C:25]1([C:30](O)=[O:31])[CH2:29][CH2:28][CH2:27][CH2:26]1)(O)=[O:22]>>[F:20][C:19]1[CH:18]=[CH:17][C:4]([CH2:5][C:6]2[C:15]3[C:10](=[CH:11][CH:12]=[CH:13][CH:14]=3)[C:9](=[O:16])[NH:8][N:7]=2)=[CH:3][C:2]=1[N:1]1[C:21](=[O:22])[CH2:24][C:25]2([CH2:29][CH2:28][CH2:27][CH2:26]2)[C:30]1=[O:31]. Procedure details: A stirred mixture of 4-(3-amino-4-fluorobenzyl)-2H-phthalazin-1-one (0.1 g, 0.37 mmol; prepared in a manner similar to that described in Example 23) and 1-(carboxymethyl)cyclopentane-1-carboxylic acid (0.064 g, 0.37 mmol) was heated at 200° C. in a sealed tube until the starting materials had been consumed (the reaction was followed by tlc using a 1:1 mixture of ethyl acetate and hexane as eluant). The warm mixture was poured into an ice/water mixture (10 ml) and the resulting solid was collecte... Reactants: ICI (diiodomethane), C(C)[Zn]CC (Diethyl zinc), CCCCCCC (heptane), ICI (diiodomethane), C(C)[Zn]CC (diethyl zinc), CCCCCCC (heptane), N1([C@H](CCC=C1)C(=O)OCC)C(=O)OC(C)(C)C ((R)-1-tert-butyl 2-ethyl 3,4-dihydropyridine-1,2(2H)-dicarboxylate). The solvent is C1(=CC=CC=C1)C (toluene), C1(=CC=CC=C1)C (toluene). Run at temperature -20 celsius, time 24 hour. The product is C12N(C(CCC2C1)C(=O)OCC)C(=O)OC(C)(C)C (2-tert-butyl 3-ethyl 2-azabicyclo[4.1.0]heptane-2,3-dicarboxylate). RXN SMILES: [N:1]1([C:12]([O:14][C:15]([CH3:18])([CH3:17])[CH3:16])=[O:13])[CH:6]=[CH:5][CH2:4][CH2:3][C@@H:2]1[C:7]([O:9][CH2:10][CH3:11])=[O:8].[CH2:19]([Zn]CC)C.CCCCCCC.ICI>C1(C)C=CC=CC=1>[CH:6]12[CH2:19][CH:5]1[CH2:4][CH2:3][CH:2]([C:7]([O:9][CH2:10][CH3:11])=[O:8])[N:1]2[C:12]([O:14][C:15]([CH3:17])([CH3:16])[CH3:18])=[O:13]. Procedure details: To a solution of (R)-1-tert-butyl 2-ethyl 3,4-dihydropyridine-1,2(2H)-dicarboxylate (D20) (260 mg, 1.02 mmol) in toluene (5 ml), cooled to −30° C., diethyl zinc 1M solution in heptane (2.04 ml, 2.04 mmol) was added dropwise followed by addition of diiodomethane (0.33 ml, 4.07 mmol) in toluene (1 ml). (During reactant additions the reaction temperature was maintained between −25° C. and −30° C.). The reaction mixture was stirred at −20° C. for 24 hrs. Diethyl zinc 1M solution in heptane (2.04 ml,... The reactants are N1C=NC(=C1)C(=O)O ((1H-imidazol-4-yl)carboxylic acid), CO (methanol). The product is N1C=NC(=C1)C(=O)OC (Methyl (1H-imidazol-4-yl) carboxylate). Reaction SMILES: [NH:1]1[CH:5]=[C:4]([C:6]([OH:8])=[O:7])[N:3]=[CH:2]1.[CH3:9]O>>[NH:1]1[CH:5]=[C:4]([C:6]([O:8][CH3:9])=[O:7])[N:3]=[CH:2]1. Procedure details: 112.09 g (1 mol) (1H-imidazol-4-yl)carboxylic acid are added to 1.3 l methanol. Dry HCl-gas is bubbled through the mixture which is heated under reflux for 4 hours. Cooling to room temperature and evaporation to 300 ml afford 98 g of the title compound as white crystals. Repeated evaporation leads to 46.5 g additional material (total: 144.5 g, 88.9%). An analytical sample is recrystallized from methanol, melting point: 173°-174° C. (ref.1) mp: 156° C.). Reactants: C(OC1=C(C=C(C(=C1)[N+](=O)[O-])C(C)(C)C)C1=CCCC1)(OC)=O (4-tert-butyl-2-cyclopentenyl-5-nitrophenyl methyl carbonate). Reagents/catalysts: [Pd] (Pd/C). Solvent: C(C)O (ethanol). Conditions: time 3 hour. Product: C(OC1=C(C=C(C(=C1)N)C(C)(C)C)C1CCCC1)(OC)=O (5-amino-4-tert-butyl-2-cyclopentylphenyl methyl carbonate). Isolated yield 92.2%. Reaction SMILES: [C:1](=[O:23])([O:21][CH3:22])[O:2][C:3]1[CH:8]=[C:7]([N+:9]([O-])=O)[C:6]([C:12]([CH3:15])([CH3:14])[CH3:13])=[CH:5][C:4]=1[C:16]1[CH2:20][CH2:19][CH2:18][CH:17]=1>C(O)C.[Pd]>[C:1](=[O:23])([O:21][CH3:22])[O:2][C:3]1[CH:8]=[C:7]([NH2:9])[C:6]([C:12]([CH3:15])([CH3:14])[CH3:13])=[CH:5][C:4]=1[CH:16]1[CH2:20][CH2:19][CH2:18][CH2:17]1. Procedure: To a flask charged with 10% Pd/C (132 mg) under inert atmosphere was added a solution of 4-tert-butyl-2-cyclopentenyl-5-nitrophenyl methyl carbonate (660 mg, 2.07 mmol) in ethanol (20 mL). The reaction was stirred under H2 atmosphere for 3 h, then filtered and dried down to provide 5-amino-4-tert-butyl-2-cyclopentylphenyl methyl carbonate as an off-white crystalline solid (556 mg, 92% yield). 1H NMR (400.0 MHz, DMSO-d6) δ 6.97 (s, 1H), 6.38 (s, 1H), 4.81 (s, 2H), 3.80 (s, 3H), 2.84 (m, 1H), 1.87...